The task is: describe an organic reaction: reactants, conditions, products, and yield. This data is from the Open Reaction Database (ORD), a public repository of structured organic reaction records. Starting materials: C1COCCN1, CC(C)O, O=C1Nc2ccccc2C1=C1OC(c2ccccc2)c2c1cnc(Cl)c2Cl. Yields the product O=C1Nc2ccccc2C1=C1OC(c2ccccc2)c2c1cnc(N1CCOCC1)c2Cl. RXN SMILES: [CH2:1]1[CH2:2][O:3][CH2:4][CH2:5][NH:6]1.[CH:34]([OH:35])([CH3:36])[CH3:37].[Cl:7][c:8]1[c:9]([Cl:33])[c:10]2[c:11]([cH:12][n:13]1)[C:14](=[C:23]1[C:24](=[O:32])[NH:25][c:26]3[cH:27][cH:28][cH:29][cH:30][c:31]31)[O:15][CH:16]2[c:17]1[cH:18][cH:19][cH:20][cH:21][cH:22]1>>[CH2:1]1[CH2:2][O:3][CH2:4][CH2:5][N:6]1[c:8]1[c:9]([Cl:33])[c:10]2[c:11]([cH:12][n:13]1)[C:14](=[C:23]1[C:24](=[O:32])[NH:25][c:26]3[cH:27][cH:28][cH:29][cH:30][c:31]31)[O:15][CH:16]2[c:17]1[cH:18][cH:19][cH:20][cH:21][cH:22]1. Reactants: FC1(CCN(CC1)C(=O)C1=CC=2C(=NC=C(C2)OC2CCN(CC2)C(C)C)N1)F ((4,4-Difluoro-piperidin-1-yl)-[5-(1-isopropyl-piperidin-4-yloxy)-1H-pyrrolo[2,3-b]pyridin-2-yl]-methanone), FC1(CCN(CC1)C(=O)C1=CC=2C(=NC=C(C2)OC2CCN(CC2)C(C)C)N1)F ((4,4-Difluoro-piperidin-1-yl)-[5-(1-isopropyl-piperidin-4-yloxy)-1H-pyrrolo[2,3-b]pyridin-2-yl]-methanone), F[B-](F)(F)F.N1(N=NC2=C1C=CC=C2)OC(=[N+](C)C)N(C)C (O-(benzotriazol-1-yl)-N,N,N′,N′-tetramethyluronium tetrafluoroborate), N1CCOCC1 (morpholine), C(C)(C)N(C(C)C)CC (N,N-diisopropylethylamine). Solvent: CN(C)C=O (DMF). Yields the product C(C)(C)N1CCC(CC1)OC=1C=C2C(=NC1)NC(=C2)C(=O)N2CCOCC2 ([5-(1-Isopropyl-piperidin-4-yloxy)-1H-pyrrolo[2,3-b]pyridin-2-yl]-morpholin-4-yl-methanone). The yield is 70.0%. RXN SMILES: FC1(F)[CH2:7][CH2:6][N:5]([C:8]([C:10]2[NH:28][C:13]3=[N:14][CH:15]=[C:16]([O:18][CH:19]4[CH2:24][CH2:23][N:22]([CH:25]([CH3:27])[CH3:26])[CH2:21][CH2:20]4)[CH:17]=[C:12]3[CH:11]=2)=[O:9])[CH2:4][CH2:3]1.F[B-](F)(F)F.N1([O:44]C(N(C)C)=[N+](C)C)C2C=CC=CC=2N=N1.N1CCOCC1.C(N(CC)C(C)C)(C)C>CN(C=O)C>[CH:25]([N:22]1[CH2:23][CH2:24][CH:19]([O:18][C:16]2[CH:17]=[C:12]3[CH:11]=[C:10]([C:8]([N:5]4[CH2:4][CH2:3][O:44][CH2:7][CH2:6]4)=[O:9])[NH:28][C:13]3=[N:14][CH:15]=2)[CH2:20][CH2:21]1)([CH3:27])[CH3:26] |f:1.2|. Procedure details: The title compound was synthesized in analogy to example 9, intermediate a), from (1-isopropyl-piperidin-4-yloxy)-1H-pyrrolo[2,3-b]pyridine-2-carboxylic acid hydrochloride (example 13, intermediate b)), O-(benzotriazol-1-yl)-N,N,N′,N′-tetramethyluronium tetrafluoroborate, morpholine and N,N-diisopropylethylamine (7 eq.) in DMF to give the desired product as a yellow solid (70%). Reactants: C(C)(C)(C)C=1C=C(C=C(C(=O)O)C1)C(=O)O (5-tert butyl isophthalic acid), C(C)C=1NC=C(N1)C (2-ethyl-4-methylimidazole). The solvent is CO (methanol). Product: C(C)(C)(C)C=1C=C(C=C(C(=O)O)C1)C(=O)O.C(C)C=1NC=C(N1)C (5-tert-butyl isophthalic acid 2-ethyl-4-methylimidazole). RXN SMILES: [C:1]([C:5]1[CH:6]=[C:7]([C:14]([OH:16])=[O:15])[CH:8]=[C:9]([CH:13]=1)[C:10]([OH:12])=[O:11])([CH3:4])([CH3:3])[CH3:2].[CH2:17]([C:19]1[NH:20][CH:21]=[C:22]([CH3:24])[N:23]=1)[CH3:18]>CO>[C:1]([C:5]1[CH:6]=[C:7]([C:14]([OH:16])=[O:15])[CH:8]=[C:9]([CH:13]=1)[C:10]([OH:12])=[O:11])([CH3:4])([CH3:2])[CH3:3].[CH2:17]([C:19]1[NH:20][CH:21]=[C:22]([CH3:24])[N:23]=1)[CH3:18] |f:3.4|. Reported procedure: To a 3 L-three neck flask, 180.0 g of 5-tert butyl isophthalic acid and 107.1 g of 2-ethyl-4-methylimidazole, and 810 ml of methanol were added, stirred and heated at reflux for 3 hours. After cooling, by performing filtration and vacuum drying, 201.3 g of the clathrate complex of 5-tert-butyl isophthalic acid/2-ethyl-4-methylimidazole (1:1) was obtained. The clathration of the obtained clathrate complex was confirmed by 1H-NMR, TG-DTA and XRD. Reactants: O=C(c1ccccc1F)c1ccc(O)c(Cl)c1Cl, Cl, NO, c1ccncc1. The product is ON=C(c1ccccc1F)c1ccc(O)c(Cl)c1Cl. RXN SMILES: [Cl:1][c:2]1[c:3]([C:4](=[O:5])[c:6]2[c:7]([F:12])[cH:8][cH:9][cH:10][cH:11]2)[cH:13][cH:14][c:15]([OH:18])[c:16]1[Cl:17].[ClH:19].[NH2:20][OH:21].[cH:22]1[cH:23][cH:24][n:25][cH:26][cH:27]1>>[Cl:1][c:2]1[c:3]([C:4]([c:6]2[c:7]([F:12])[cH:8][cH:9][cH:10][cH:11]2)=[N:20][OH:21])[cH:13][cH:14][c:15]([OH:18])[c:16]1[Cl:17]. The reactants are C(C)(=O)OC1=C2C(C=CC(C2=C(C=C1)OC(C)=O)=O)=O (5,8-bis(acetyloxy)-1,4-napthalenedione), C(=O)N1CC2=CC=CC=C2CC1C(=O)O (2-formyl-1,2,3,4-tetrahydro-3-isoquinoline carboxylic acid). Solvent: C(C)(=O)OC(C)=O (acetic anhydride). Reaction conditions: temperature 20 celsius. The product is C(C)(=O)OC1=CC=C(C2=C1C(C1=CN3CC4=CC=CC=C4CC3=C1C2=O)=O)OC(C)=O (9,12-Bis(acetyloxy)-5,14-dihydrobenz[5,6]isoindolo[2,1-b]isoquinoline-8,13-dione). The yield is 41.4%. Reaction SMILES: [C:1]([O:4][C:5]1[CH:14]=[CH:13][C:12]([O:15][C:16](=[O:18])[CH3:17])=[C:11]2[C:6]=1[C:7](=[O:20])[CH:8]=[CH:9][C:10]2=[O:19])(=[O:3])[CH3:2].[CH:21]([N:23]1[CH:32](C(O)=O)[CH2:31][C:30]2[C:25](=[CH:26][CH:27]=[CH:28][CH:29]=2)[CH2:24]1)=O>C(OC(=O)C)(=O)C>[C:16]([O:15][C:12]1[C:11]2[C:10](=[O:19])[C:9]3[C:8]([C:7](=[O:20])[C:6]=2[C:5]([O:4][C:1](=[O:3])[CH3:2])=[CH:14][CH:13]=1)=[C:32]1[N:23]([CH2:24][C:25]2[C:30]([CH2:31]1)=[CH:29][CH:28]=[CH:27][CH:26]=2)[CH:21]=3)(=[O:18])[CH3:17]. Procedure details: 5,8-bis(acetyloxy)-1,4-napthalenedione (4.28 g) and 2-formyl-1,2,3,4-tetrahydro-3-isoquinoline carboxylic acid (1.60 g) in acetic anhydride (65 ml) were heated at 100° C. (20 minutes). The reaction mixture was cooled at about 20° C. (1 h), and the solid was collected by filtration, washed with ether (3×30 ml) and dried in vacuo. The crude product was dissolved in dichloromethane and the solution was loaded onto a column of silica gel (175 g) packed in dichloromethane. The column was eluted with ... Reactants: C(C1=CC=CC=C1)OC=1C(C=C(OC1C=O)CNS(=O)(=O)C1=C(C=CC=C1)Cl)=O (N-(5-Benzyloxy-6-formyl-4-oxo-4H-pyran-2-ylmethyl)-2-chloro-benzenesulfonamide), C1(=CC=CC=C1)S(=O)(=O)C(C1=CC(C(=C(O1)C(=O)O)OCC1=CC=CC=C1)=O)N (6-(benzene sulfonyl amino-methyl)-3-benzyloxy-4-oxo-4H-pyran-2-carboxylic acid). Product: C(C1=CC=CC=C1)OC1=C(OC(=CC1=O)CNS(=O)(=O)C1=C(C=CC=C1)Cl)C(=O)O (3-Benzyloxy-6-[(2-chloro-benzenesulfonylamino)-methyl]-4-oxo-4H-pyran-2-carboxylic acid). As a reaction SMILES: [CH2:1]([O:8][C:9]1[C:10](=[O:29])[CH:11]=[C:12]([CH2:17][NH:18][S:19]([C:22]2[CH:27]=[CH:26][CH:25]=[CH:24][C:23]=2[Cl:28])(=[O:21])=[O:20])[O:13][C:14]=1[CH:15]=[O:16])[C:2]1[CH:7]=[CH:6][CH:5]=[CH:4][CH:3]=1.C1(S(C(N)C2OC(C(O)=O)=C(OCC3C=CC=CC=3)C(=O)C=2)(=O)=[O:37])C=CC=CC=1>>[CH2:1]([O:8][C:9]1[C:10](=[O:29])[CH:11]=[C:12]([CH2:17][NH:18][S:19]([C:22]2[CH:27]=[CH:26][CH:25]=[CH:24][C:23]=2[Cl:28])(=[O:21])=[O:20])[O:13][C:14]=1[C:15]([OH:37])=[O:16])[C:2]1[CH:7]=[CH:6][CH:5]=[CH:4][CH:3]=1. Procedure details: 3-Benzyloxy-6-[(2-chloro-benzenesulfonylamino)-methyl]-4-oxo-4H-pyran-2-carboxylic acid (12-03) (2 g, crude) was synthesized as a white solid from N-(5-benzyloxy-6-formyl-4-oxo-4H-pyran-2-ylmethyl)-2-chloro-benzenesulfonamide (11-03) (2.8 g, 6.46 mmol) following the procedure described for 6-(benzenesulfonylamino-methyl)-3-benzyloxy-4-oxo-4H-pyran-2-carboxylic acid (12-01). Starting materials: N[C@@H]1CC[C@H](CC1)C(=O)O (trans-4-aminocyclohexanecarboxylic acid), ClC1=NC(=NC(=N1)C1=CC=CC=C1)NC (4-chloro-N-methyl-6-phenyl-1,3,5-triazin-2-amine), [OH-].[Na+] (NaOH). Run in O (water), CC#N.O (CH3CN H2O). Reaction conditions: temperature 80 celsius, time 36 hour. The product is CNC1=NC(=NC(=N1)C1=CC=CC=C1)N[C@@H]1CC[C@H](CC1)C(=O)O (trans-4-{[4-(methylamino)-6-phenyl-1,3,5-triazin-2-yl]amino}cyclohexanecarboxylic acid). The yield is 20.4%. RXN SMILES: Cl[C:2]1[N:7]=[C:6]([C:8]2[CH:13]=[CH:12][CH:11]=[CH:10][CH:9]=2)[N:5]=[C:4]([NH:14][CH3:15])[N:3]=1.[NH2:16][C@H:17]1[CH2:22][CH2:21][C@H:20]([C:23]([OH:25])=[O:24])[CH2:19][CH2:18]1.[OH-].[Na+]>CC#N.O.O>[CH3:15][NH:14][C:4]1[N:5]=[C:6]([C:8]2[CH:9]=[CH:10][CH:11]=[CH:12][CH:13]=2)[N:7]=[C:2]([NH:16][C@H:17]2[CH2:22][CH2:21][C@H:20]([C:23]([OH:25])=[O:24])[CH2:19][CH2:18]2)[N:3]=1 |f:2.3,4.5|. Reported procedure: To a mixture of 4-chloro-N-methyl-6-phenyl-1,3,5-triazin-2-amine (1.0 g, 4.5 mmol) in CH3CN:H2O (1:1, 5 mL) was added trans-4-aminocyclohexanecarboxylic acid (973 mgs, 6.80 mmol). The solution was treated with 1 N NaOH to maintain a pH of 9-10 and stirred at 80° C. for 36 h. The resulting mixture was diluted with water and filtered to provide the crude product, which was purified by HPLC to afford 300 mg (20% yield) of the desired product. MS (ES+): m/e 328.2 [M+H]+. The reactants are C(C)(C)(C)OC(=O)N(C[C@@H](C=1C=NC=CC1)O)C[C@@H]1OC2=CC=C(C=C2CC1)SC=1C=C(C(=O)O)C=CC1 (3-{[(2R)-2-({(tert-butoxycarbonyl)[(2R)-2-hydroxy-2-(3-pyridinyl)ethyl]amino}methyl)-3,4-dihydro-2H-chromen-6-yl]sulfanyl}benzoic Acid), C[Si](C)(C)C=[N+]=[N-] (trimethylsilyl diazomethane). Solvent: CO.C(C)(=O)OCC (methanol ethyl acetate), C(C)(=O)OCC (ethyl acetate). Run at time 16 hour. Product: C(C)(C)(C)OC(=O)N(C[C@@H](C=1C=NC=CC1)O)C[C@@H]1OC2=CC=C(C=C2CC1)SC=1C=C(C(=O)OC)C=CC1 (Methyl 3-{[(2R)-2-({(tert-butoxycarbonyl)[(2R)-2-hydroxy-2-(3-pyridinyl)ethyl]amino}methyl)-3,4-dihydro-2H-chromen-6-yl]sulfanyl}benzoate). Isolated yield 33.0%. Reaction SMILES: [C:1]([O:5][C:6]([N:8]([CH2:18][C@H:19]1[CH2:28][CH2:27][C:26]2[C:21](=[CH:22][CH:23]=[C:24]([S:29][C:30]3[CH:31]=[C:32]([CH:36]=[CH:37][CH:38]=3)[C:33]([OH:35])=[O:34])[CH:25]=2)[O:20]1)[CH2:9][C@H:10]([OH:17])[C:11]1[CH:12]=[N:13][CH:14]=[CH:15][CH:16]=1)=[O:7])([CH3:4])([CH3:3])[CH3:2].[CH3:39][Si](C=[N+]=[N-])(C)C>CO.C(OCC)(=O)C.C(OCC)(=O)C>[C:1]([O:5][C:6]([N:8]([CH2:18][C@H:19]1[CH2:28][CH2:27][C:26]2[C:21](=[CH:22][CH:23]=[C:24]([S:29][C:30]3[CH:31]=[C:32]([CH:36]=[CH:37][CH:38]=3)[C:33]([O:35][CH3:39])=[O:34])[CH:25]=2)[O:20]1)[CH2:9][C@H:10]([OH:17])[C:11]1[CH:12]=[N:13][CH:14]=[CH:15][CH:16]=1)=[O:7])([CH3:4])([CH3:2])[CH3:3] |f:2.3|. Procedure details: To 650 mg (1.25 mmol) of 3-{[(2R)-2-({(tert-butoxycarbonyl)[(2R)-2-hydroxy-2-(3-pyridinyl)ethyl]amino}methyl)-3,4-dihydro-2H-chromen-6-yl]sulfanyl}benzoic acid (Example 173) dissolved in 10 mL 1:1 methanol/ethyl acetate, was added 3 mL of 2M trimethylsilyl diazomethane dropwise. The resulting solution was then allowed to stir at room temperature for 16 hours. The solution was then diluted with ethyl acetate, washed with water and brine, and concentrated in vacuo. The crude mixture was purified b...